Dataset: the Open Reaction Database (ORD), a public repository of structured organic reaction records. Task: describe an organic reaction: reactants, conditions, products, and yield Starting materials: O (water), [Na] (sodium), C(C)(=O)NC1=C2CCC=3C=CC(=C(C(=C1)Cl)C32)Cl (3-Acetylamino-5,6-dichloroacenaphthene), C(C)(=O)OC(C)=O (acetic anhydride). Solvent: C(C)(=O)O (acetic acid). Yields the product C(C)(=O)NC1=C(C2=CC=CC(=C2C(=C1)Cl)Cl)C(=O)OC(=O)C1=C(C=C(C2=C(C=CC=C12)Cl)Cl)NC(C)=O (2-Acetylamino-4,5-dichloronaphthalic anhydride). As a reaction SMILES: [Na].[C:2]([O:5][C:6](=[O:8])[CH3:7])(=[O:4])[CH3:3].[C:9]([NH:12][C:13]1[CH:23]=[C:22]([Cl:24])[C:21]2[C:25]3C=1CC[C:17]=3[CH:18]=[CH:19][C:20]=2[Cl:26])(=[O:11])[CH3:10].[OH2:27]>C(O)(=O)C>[C:9]([NH:12][C:13]1[CH:23]=[C:22]([Cl:24])[C:21]2[C:25](=[CH:17][CH:18]=[CH:19][C:20]=2[Cl:26])[C:3]=1[C:2]([O:5][C:6]([C:7]1[C:25]2[C:21](=[C:20]([Cl:26])[CH:19]=[CH:18][CH:17]=2)[C:22]([Cl:24])=[CH:23][C:13]=1[NH:12][C:9](=[O:11])[CH3:10])=[O:8])=[O:4])(=[O:27])[CH3:10] |^1:0|. Procedure details: A suspension of sodium dichloromate dihydrate (7.5 g, 25 mmol) in 50 mL of acetic acid was heated to reflux and treated with acetic anhydride (6.6 g, 65 mmol). The reaction was stirred at reflux and treated portionwise with 3-acetylamino-5,6-dichloroacenapthene (1.4 g, 5.0 mmol, from Example E4). The reaction was refluxed for 5 hours, cooled to room temperature and poured into a mixture of ice and water. The resulting precipitate was removed by filtration, washed with water and dried in vacuo to... Starting materials: CN1C(=O)C[C@](C)(N/C/1=N/C(=O)OC(C)(C)C)c2sccc2Cl, Cc1cc(O)ccc1B2OC(C)(C)C(C)(C)O2. Reagents/catalysts: CCN=P(N=P(N(C)C)(N(C)C)N(C)C)(N(C)C)N(C)C (P2-Et), CC(C)c1cc(C(C)C)c(-c2ccccc2[PH](C(C)(C)C)(C(C)(C)C)[Pd]2(OS(C)(=O)=O)Nc3ccccc3-c3ccccc32)c(C(C)C)c1 (tBuXphos G3). The solvent is CS(C)=O (DMSO), O (water), CS(C)=O (DMSO), CS(C)=O (DMSO), CS(C)=O (DMSO). Run at time 22 hour. Yields the product CN1C(=O)C[C@](C)(N/C/1=N/C(=O)OC(C)(C)C)c2sccc2c3ccc(O)cc3C, CN1C(=O)C[C@](C)(N/C/1=N/C(=O)OC(C)(C)C)c2sccc2Cl, c1ccc(-c2ccccc2)cc1. Reactants: C([O-])(O)=O.[Na+] (sodium bicarbonate), C1(=CC=CC=C1)NC(=S)N (N-Phenylthiourea), C(C1=CC=CC=C1)(C1=CC=CC=C1)OC(=O)C=1N2C(C(C2SCC1C(C=O)Cl)NC(=O)OC(C)(C)C)=O (2-benzhydryloxycarbonyl-7-t-butoxycarbonylamino-3-(1-chloro-2-oxoethyl)-8-oxo-5-thia-1-azabicyclo[4.2.0]oct-2-ene), chloroaldehyde. Solvent: O1CCCC1 (tetrahydrofuran), C(C)O (ethanol), C(C)(=O)OCC (ethyl acetate). The product is N(C1=CC=CC=C1)C=1SC(=CN1)C1=C(N2C(C(C2SC1)NC(=O)OC(C)(C)C)=O)C(=O)OC(C1=CC=CC=C1)C1=CC=CC=C1 (3-(2-Anilino-thiazol-5-yl)-2-benzhydryloxycarbonyl-7-t-butoxycarbonylamino-8-oxo-5-thia-1-azabicyclo[4.2.0]oct-2-ene). RXN SMILES: [C:1]1([NH:7][C:8]([NH2:10])=[S:9])[CH:6]=[CH:5][CH:4]=[CH:3][CH:2]=1.[CH:11]([O:24][C:25]([C:27]1[N:28]2[CH:31]([S:32][CH2:33][C:34]=1[CH:35](Cl)[CH:36]=O)[CH:30]([NH:39][C:40]([O:42][C:43]([CH3:46])([CH3:45])[CH3:44])=[O:41])[C:29]2=[O:47])=[O:26])([C:18]1[CH:23]=[CH:22][CH:21]=[CH:20][CH:19]=1)[C:12]1[CH:17]=[CH:16][CH:15]=[CH:14][CH:13]=1.C(=O)(O)[O-].[Na+]>O1CCCC1.C(O)C.C(OCC)(=O)C>[NH:7]([C:8]1[S:9][C:35]([C:34]2[CH2:33][S:32][CH:31]3[N:28]([C:29](=[O:47])[CH:30]3[NH:39][C:40]([O:42][C:43]([CH3:46])([CH3:45])[CH3:44])=[O:41])[C:27]=2[C:25]([O:24][CH:11]([C:18]2[CH:19]=[CH:20][CH:21]=[CH:22][CH:23]=2)[C:12]2[CH:13]=[CH:14][CH:15]=[CH:16][CH:17]=2)=[O:26])=[CH:36][N:10]=1)[C:1]1[CH:6]=[CH:5][CH:4]=[CH:3][CH:2]=1 |f:2.3|. Reported procedure: N-Phenylthiourea (3.34 g) is added to a solution of 2-benzhydryloxycarbonyl-7-t-butoxycarbonylamino-3-(1-chloro-2-oxoethyl)-8-oxo-5-thia-1-azabicyclo[4.2.0]oct-2-ene (a mixture of the epimers of the chloroaldehyde) (10.3 g) in a mixture of tetrahydrofuran (100 cc) and ethanol (40 cc), and the reaction mixture is then heated at the reflux temperature for 135 minutes. It is diluted with ethyl acetate (250 cc) and a half-saturated sodium bicarbonate solution (500 cc). The organic layer is washed wi... The product is O1CCC(CC1)CN1[C@@H](CCC1)C(=O)O ((S)-1-(tetrahydro-pyran-4-ylmethyl)-pyrrolidine-2-carboxylic acid). Reported procedure: To a solution of L-proline (1 g; 8.686 mmol) in 1,2-dichloroethane (10 mL)/acetic acid (1.98 mL; 33.007 mmol)) is added tetrahydro-pyran-4-carbaldehyde (0.991 g; 8.686 mmol) and sodium sulfate (˜10 equivalents). After 45 minutes of agitation on an orbital shaker, MP-triacetoxyborohydride resin (4.272 g; 10.423 mmol) is added. The mixture is agitated at room temperature overnight and filtered, washing resin with methylene chloride. The combined filtrate is washed with aqueous saturated sodium bic... Reaction conditions: time 8 hour. Reaction SMILES: [NH:1]1[CH2:8][CH2:7][CH2:6][C@H:2]1[C:3]([OH:5])=[O:4].C(O)(=O)C.[O:13]1[CH2:18][CH2:17][CH:16]([CH:19]=O)[CH2:15][CH2:14]1.S([O-])([O-])(=O)=O.[Na+].[Na+].C(O[BH-](OC(=O)C)OC(=O)C)(=O)C>ClCCCl>[O:13]1[CH2:18][CH2:17][CH:16]([CH2:19][N:1]2[CH2:8][CH2:7][CH2:6][C@H:2]2[C:3]([OH:5])=[O:4])[CH2:15][CH2:14]1 |f:3.4.5|. Reactants: C(C)(=O)O[BH-](OC(C)=O)OC(C)=O (triacetoxyborohydride), N1[C@H](C(=O)O)CCC1 (L-proline), C(C)(=O)O (acetic acid), O1CCC(CC1)C=O (tetrahydro-pyran-4-carbaldehyde), S(=O)(=O)([O-])[O-].[Na+].[Na+] (sodium sulfate). Run in ClCCCl (1,2-dichloroethane).